Task: describe an organic reaction: reactants, conditions, products, and yield. Dataset: the Open Reaction Database (ORD), a public repository of structured organic reaction records Reactants: S1C(=CC=C1)CC(=O)NC1[C@@H]2N(C(=C(CS2)CSC=2SC(=NN2)CN)C(=O)O)C1=O (7-(2-Thienyl)acetamido-3-(5-aminomethyl-1,3,4-thiadiazol-2-yl)thiomethyl-3-cephem-4-carboxylic acid), CS(=O)(=O)Cl (methanesulfonyl chloride), Cl (hydrochloric acid). The solvent is C(Cl)Cl (methylene chloride). Product: S1C(=CC=C1)CC(=O)NC1[C@@H]2N(C(=C(CS2)CSC=2SC(=NN2)CNS(=O)(=O)C)C(=O)O)C1=O (7-(2-thienyl)acetamido-3-(5-mesylaminomethyl-1,3,4-thiadiazol-2-yl)thiomethyl-3-cephem-4-carboxylic acid). Isolated yield 31.8%. RXN SMILES: [S:1]1[CH:5]=[CH:4][CH:3]=[C:2]1[CH2:6][C:7]([NH:9][CH:10]1[C:29](=[O:30])[N:12]2[C:13]([C:26]([OH:28])=[O:27])=[C:14]([CH2:17][S:18][C:19]3[S:20][C:21]([CH2:24][NH2:25])=[N:22][N:23]=3)[CH2:15][S:16][C@H:11]12)=[O:8].[CH3:31][S:32](Cl)(=[O:34])=[O:33].Cl>C(Cl)Cl>[S:1]1[CH:5]=[CH:4][CH:3]=[C:2]1[CH2:6][C:7]([NH:9][CH:10]1[C:29](=[O:30])[N:12]2[C:13]([C:26]([OH:28])=[O:27])=[C:14]([CH2:17][S:18][C:19]3[S:20][C:21]([CH2:24][NH:25][S:32]([CH3:31])(=[O:34])=[O:33])=[N:22][N:23]=3)[CH2:15][S:16][C@H:11]12)=[O:8]. Reported procedure: 7-(2-Thienyl)acetamido-3-(5-aminomethyl-1,3,4-thiadiazol-2-yl)thiomethyl-3-cephem-4-carboxylic acid (2.46 g.) was suspended in methylene chloride (100 ml.). To the suspension was added bis(trimethylsilyl)acetamido (4.06 g.) and the mixture was stirred to give a solution. To the solution was added methanesulfonyl chloride (1.15 g.) and the mixture was stirred at room temperature for 3 hrs. The reaction mixture was added to 5% hydrochloric acid at 0°-5° C. White precipitates in the solution were c... As a reaction SMILES: [CH3:1][O:2][C:3]([C@@H:5]1[CH2:9][C@@H:8]([S:10]([CH2:13][CH:14]2[CH2:16][CH2:15]2)(=[O:12])=[O:11])[CH2:7][N:6]1[C:17](=O)[CH2:18][C:19](=[O:21])[CH3:20])=[O:4].COC1C=CC(P2(SP(C3C=CC(OC)=CC=3)(=S)S2)=[S:32])=CC=1>>[CH3:1][O:2][C:3]([C@@H:5]1[CH2:9][C@@H:8]([S:10]([CH2:13][CH:14]2[CH2:16][CH2:15]2)(=[O:12])=[O:11])[CH2:7][N:6]1[C:17](=[S:32])[CH2:18][C:19](=[O:21])[CH3:20])=[O:4]. Product: COC(=O)[C@H]1N(C[C@@H](C1)S(=O)(=O)CC1CC1)C(CC(C)=O)=S ((2S,4R)-4-Cyclopropylmethanesulfonyl-1-(3-oxo-thiobutyryl)-pyrrolidine-2-carboxylic acid methyl ester). Procedure: In analogy to the procedure described in example 192 g, (2S,4R)-4-cyclopropylmethanesulfonyl-1-(3-oxo-butyryl)-pyrrolidine-2-carboxylic acid methyl ester was reacted with Lawesson's reagent to give the title compound as brown solid. MS (ESI): m/z=348.4 [M+H]+. Reactants: COC(=O)[C@H]1N(C[C@@H](C1)S(=O)(=O)CC1CC1)C(CC(C)=O)=O ((2S,4R)-4-cyclopropylmethanesulfonyl-1-(3-oxo-butyryl)-pyrrolidine-2-carboxylic acid methyl ester), COC=1C=CC(=CC1)P2(=S)SP(=S)(S2)C=3C=CC(=CC3)OC (Lawesson's reagent).